From a dataset of the Open Reaction Database (ORD), a public repository of structured organic reaction records. describe an organic reaction: reactants, conditions, products, and yield Reactants: CC(C(C)BC(C)C(C)C)C (bis-(3-methyl-2-butyl)borane), [BH4-].[Na+] (sodium borohydride), CC(C)=CC (2-methyl-2-butene), CC(CC#C)(CCCC)O[Si](C)(C)C (4-methyl-4-trimethylsilyloxy-1-octyne), [OH-].[Na+] (sodium hydroxide), solid, C[N+](C)(C)[O-] (trimethylamine oxide), II (iodine). Solvent: C(OC)COC (glyme), O1CCCC1 (tetrahydrofuran). Reaction conditions: time 2.5 hour. The product is I\C=C\CC(CCCC)(C)O (1-iodo-4-hydroxy-4-methyl-trans-1-octene). As a reaction SMILES: CC(C)C(BC(C(C)C)C)C.[BH4-].[Na+].CC(=CC)C.[CH3:19][C:20]([O:28][Si](C)(C)C)([CH2:24][CH2:25][CH2:26][CH3:27])[CH2:21][C:22]#[CH:23].C[N+]([O-])(C)C.[OH-].[Na+].[I:40]I>C(COC)OC.O1CCCC1>[I:40]/[CH:23]=[CH:22]/[CH2:21][C:20]([OH:28])([CH3:19])[CH2:24][CH2:25][CH2:26][CH3:27] |f:1.2,6.7|. Procedure details: To a stirred solution of 400 ml of 0.5 M bis-(3-methyl-2-butyl)borane in glyme, prepared from sodium borohydride, 2-methyl-2-butene, and boronitrifluoride etherate as in Example 107, is added 63.7 g (0.30 moles) of 4-methyl-4-trimethylsilyloxy-1-octyne (Example 125) at -10° C. The solution is stirred at ambient temperature for 2.5 hours, cooled to -10° C., and treated during 30 minutes with 158 g (2.1 moles) of solid trimethylamine oxide with cooling. The mixture is stirred at ambient temperatur... Reactants: ClC=1C=C(C=CC1S(=O)(=O)C)[C@H](C(=O)NC1=NN(C=C1)CCC(=O)O)CC1CCCC1 (3-{3-[2(R)-(3-chloro-4-methanesulfonyl-phenyl)-3-cyclopentyl-propionylamino]-pyrazol-1-yl}-propionic acid), ICC1COC1 (3-iodomethyl-oxetane), CN1C(N(CCC1)C)=O (1,3-dimethyl-3,4,5,6-tetrahydro-2(1H)-pyrimidinone), C(CCC)[Li] (n-butyl lithium), C[Si](N[Si](C)(C)C)(C)C (1,1,1,3,3,3-hexamethyldisilazane). The solvent is C(C)(=O)OCC (ethyl acetate), O1CCCC1 (tetrahydrofuran), O1CCCC1 (tetrahydrofuran), O1CCCC1 (tetrahydrofuran). Run at temperature -78 celsius, time 15 minute. The product is COC(C(CC1COC1)C1=CC(=C(C=C1)SC)Cl)=O (2-(3-chloro-4-methylsulfanyl-phenyl)-3-oxetan-3-yl-propionic acid methyl ester). Isolated yield 69.5%. As a reaction SMILES: C[Si](C)(C)N[Si](C)(C)C.C([Li])CCC.[Cl:15][C:16]1[CH:17]=[C:18]([C@@H:26]([CH2:40][CH:41]2[CH2:45]CC[CH2:42]2)[C:27](NC2C=CN(CCC(O)=O)N=2)=[O:28])[CH:19]=[CH:20][C:21]=1[S:22]([CH3:25])(=O)=O.ICC1[CH2:51][O:50]C1.CN1CCCN(C)C1=[O:60]>O1CCCC1.C(OCC)(=O)C>[CH3:51][O:50][C:27](=[O:28])[CH:26]([C:18]1[CH:19]=[CH:20][C:21]([S:22][CH3:25])=[C:16]([Cl:15])[CH:17]=1)[CH2:40][CH:41]1[CH2:42][O:60][CH2:45]1. Procedure details: In a round bottom flask under argon was placed tetrahydrofuran (15 mL) and 1,1,1,3,3,3-hexamethyldisilazane (0.57 mL, 2.72 mmol) and it was cooled to −78° C. in a dry ice/acetone bath. To this cooled solution was then added n-butyl lithium (2.5 M solution in hexanes, 1.0 mL, 2.55 mmol) and it was stirred for 15 min at −78° C. To this was then dropwise added a solution of (3-chloro-4-methylsulfanyl-phenyl)-acetic acid methyl ester (prepared as in PCT WO 2003/095438 A1, Example 4, 0.56 g, 2.44 mmo...